Dataset: the Open Reaction Database (ORD), a public repository of structured organic reaction records. Task: describe an organic reaction: reactants, conditions, products, and yield The product is Cc1ncnn1-c1ccc(Nc2nc3n(n2)CCCCC3c2ccc(F)cc2)cc1F. RXN SMILES: [CH3:35][C:36](=[O:37])[CH3:38].[Cl:1][CH2:2][CH2:3][CH2:4][CH2:5][CH:6]([c:7]1[cH:8][cH:9][c:10]([F:13])[cH:11][cH:12]1)[c:14]1[n:15][c:16]([NH:19][c:20]2[cH:21][c:22]([F:32])[c:23](-[n:26]3[n:27][cH:28][n:29][c:30]3[CH3:31])[cH:24][cH:25]2)[n:17][nH:18]1.[I-:34].[Na+:33]>>[CH2:2]1[CH2:3][CH2:4][CH2:5][CH:6]([c:7]2[cH:8][cH:9][c:10]([F:13])[cH:11][cH:12]2)[c:14]2[n:15][c:16]([NH:19][c:20]3[cH:21][c:22]([F:32])[c:23](-[n:26]4[n:27][cH:28][n:29][c:30]4[CH3:31])[cH:24][cH:25]3)[n:17][n:18]21. The reactants are CC(C)=O, Cc1ncnn1-c1ccc(Nc2n[nH]c(C(CCCCCl)c3ccc(F)cc3)n2)cc1F, [I-], [Na+]. Starting materials: CC(C)(C)OC(=O)NC, C1COCCN1C2=CC(=O)N3C=CC=C(C3=N2)C4=CC=CC5=C4SC6=C5C=C(C=C6)OS(=O)(=O)C(F)(F)F. The reagents and catalysts are C(=O)([O-])[O-].[Cs+].[Cs+], CC1(C2=C(C(=CC=C2)P(C3=CC=CC=C3)C4=CC=CC=C4)OC5=C1C=CC=C5P(C6=CC=CC=C6)C7=CC=CC=C7)C, C1=CC=C(C=C1)/C=C/C(=O)/C=C/C2=CC=CC=C2.C1=CC=C(C=C1)/C=C/C(=O)/C=C/C2=CC=CC=C2.C1=CC=C(C=C1)/C=C/C(=O)/C=C/C2=CC=CC=C2.[Pd].[Pd]. The solvent is C1COCCO1. Run at temperature 110 celsius. The product is CC(C)(C)OC(=O)N(C)C1=CC2=C(C=C1)SC3=C2C=CC=C3C4=CC=CN5C4=NC(=CC5=O)N6CCOCC6. Isolated yield 79.8%. Reported procedure: tert-butyl methylcarbamate (467 mg, 3.56 mmol) dissolved in dioxane (5ml) was added in one portion to 6-(2-morpholino-4-oxo-4H-pyrido[1,2-a]pyrimidin-9-yl)dibenzo[b,d]thiophen-2-yl trifluoromethanesulfonate (1000 mg, 1.78 mmol), TRIS(DIBENZYLIDENEACETONE)DIPALLADIUM(0) (40.8 mg, 0.04 mmol) and (9,9-dimethyl-9H-xanthene-4,5-diyl)bis(diphenylphosphine) (51.5 mg, 0.09 mmol) and cesium carbonate (2321 mg, 7.12 mmol) in dioxane (18mL) at 110 °C. The reaction flask was evacuated and blanketed with nit... Starting materials: COC(=O)C1=CC2=C(SC(=C2)C(NOC2OCCCC2)=O)C=C1 (2-(tetrahydro-pyran-2-yloxycarbamoyl)-benzo[b]thiophene-5-carboxylic acid methyl ester). The solvent is C1CCOC1 (THF), [OH-].[Na+] (NaOH). Reaction conditions: time 18 hour. Product: O1C(CCCC1)ONC(=O)C1=CC2=C(S1)C=CC(=C2)C(=O)O (2-(tetrahydro-pyran-2-yloxycarbamoyl)-benzo[b]thiophene-5-carboxylic acid). Reaction SMILES: C[O:2][C:3]([C:5]1[CH:23]=[CH:22][C:8]2[S:9][C:10]([C:12](=[O:21])[NH:13][O:14][CH:15]3[CH2:20][CH2:19][CH2:18][CH2:17][O:16]3)=[CH:11][C:7]=2[CH:6]=1)=[O:4]>C1COCC1.[OH-].[Na+]>[O:16]1[CH2:17][CH2:18][CH2:19][CH2:20][CH:15]1[O:14][NH:13][C:12]([C:10]1[S:9][C:8]2[CH:22]=[CH:23][C:5]([C:3]([OH:4])=[O:2])=[CH:6][C:7]=2[CH:11]=1)=[O:21] |f:2.3|. Procedure: A solution of 2-(tetrahydro-pyran-2-yloxycarbamoyl)-benzo[b]thiophene-5-carboxylic acid methyl ester (131.6 mg, 0.39 mmol) in THF (2 mL) and 1M aqueous NaOH (4 mL) was allowed to stir at rt for 18 h. After removal of THF, the aqueous phase was acidified with HOAc to pH≈3. The solid formed was filtered, collected and dried to give 2-(tetrahydro-pyran-2-yloxycarbamoyl)-benzo[b]thiophene-5-carboxylic acid as a white solid. 1H NMR (DMSO-d6, 200 MHz) δ 12.04 (brs, 1H), 8.54 (s, 1H), 8.22-8.08 (m, 2H)...